From a dataset of the Open Reaction Database (ORD), a public repository of structured organic reaction records. describe an organic reaction: reactants, conditions, products, and yield The reactants are NC1=C(C=C(OC2=CC=NC3=CC(=C(C=C23)C#N)OCCOC)C=C1)F (4-(4-Amino-3-fluorophenoxy)-6-cyano-7-(2-methoxyethoxy)quinoline), CS(=O)(=O)C=1C=C(C=CC1)NC(OC1=CC=CC=C1)=O (phenyl N-(3-(methylsulfonyl)phenyl)carbamate), C1(=CC=CC=C1)C (toluene), C(C)(C)N(CC)C(C)C (diisopropylethylamine). Solvent: C(C)(=O)OCC (ethyl acetate). The product is C(#N)C=1C=C2C(=CC=NC2=CC1OCCOC)OC1=CC(=C(C=C1)NC(=O)NC1=CC(=CC=C1)S(=O)(=O)C)F (N-(4-(6-Cyano-7-(2-methoxyethoxy)-4-quinolyl)oxy-2-fluorophenyl)-N′-(3-(methylsulfonyl)phenyl)urea). The yield is 7.9%. Reaction SMILES: [NH2:1][C:2]1[CH:25]=[CH:24][C:5]([O:6][C:7]2[C:16]3[C:11](=[CH:12][C:13]([O:19][CH2:20][CH2:21][O:22][CH3:23])=[C:14]([C:17]#[N:18])[CH:15]=3)[N:10]=[CH:9][CH:8]=2)=[CH:4][C:3]=1[F:26].[CH3:27][S:28]([C:31]1[CH:32]=[C:33]([NH:37][C:38](=O)[O:39]C2C=CC=CC=2)[CH:34]=[CH:35][CH:36]=1)(=[O:30])=[O:29].C1(C)C=CC=CC=1.C(N(C(C)C)CC)(C)C>C(OCC)(=O)C>[C:17]([C:14]1[CH:15]=[C:16]2[C:11](=[CH:12][C:13]=1[O:19][CH2:20][CH2:21][O:22][CH3:23])[N:10]=[CH:9][CH:8]=[C:7]2[O:6][C:5]1[CH:24]=[CH:25][C:2]([NH:1][C:38]([NH:37][C:33]2[CH:34]=[CH:35][CH:36]=[C:31]([S:28]([CH3:27])(=[O:30])=[O:29])[CH:32]=2)=[O:39])=[C:3]([F:26])[CH:4]=1)#[N:18]. Reported procedure: 4-(4-Amino-3-fluorophenoxy)-6-cyano-7-(2-methoxyethoxy)quinoline (106 mg) and phenyl N-(3-(methylsulfonyl)phenyl)carbamate (96 mg) were added to 5 ml of toluene, and then 0.06 ml of diisopropylethylamine was added and the mixture was heated to reflux for 3 hours. After cooling, ethyl acetate was added and the precipitated insoluble portion was filtered out. The filtrate was concentrated, the resulting residue was dissolved in tetrahydrofuran, toluene was added, and the precipitated solid was fil... Reactants: N1(CCNCC1)C=1C=CC2=C(C=C(O2)C(=O)OC)C1 (Methyl 5-(1-piperazinyl)benzofuran-2-carboxylate), N (ammonia), Cl (HCl). The solvent is O (Water). Run at time 11 hour. Yields the product N1(CCNCC1)C=1C=CC2=C(C=C(O2)C(=O)N)C1 (5-(1-piperazinyl)benzofuran-2-carboxamide). Isolated yield 73.1%. As a reaction SMILES: [N:1]1([C:7]2[CH:8]=[CH:9][C:10]3[O:14][C:13]([C:15](OC)=[O:16])=[CH:12][C:11]=3[CH:19]=2)[CH2:6][CH2:5][NH:4][CH2:3][CH2:2]1.[NH3:20].Cl>O>[N:1]1([C:7]2[CH:8]=[CH:9][C:10]3[O:14][C:13]([C:15]([NH2:20])=[O:16])=[CH:12][C:11]=3[CH:19]=2)[CH2:6][CH2:5][NH:4][CH2:3][CH2:2]1. Reported procedure: Methyl 5-(1-piperazinyl)benzofuran-2-carboxylate (37 g) was added to saturated methanolic ammonia solution (1850 ml) at 25-30° C., the mixture was stirred for 6 to 16 hours at the same temperature. The reaction mass was distilled under vacuum to remove the solvent after completion of the reaction. Water (148 ml) was added to the resulting residue, followed by adjusting the pH to 2-4 with concentrated HCl and then filtering the aqueous layer. The pH of the resulting aqueous layer was adjusted to ... Isolated yield 83.4%. Reaction SMILES: [Cl:1][C:2]1[C:3]([O:30][C@H:31]2[CH2:36][CH2:35][C@H:34]([OH:37])[CH2:33][C@@H:32]2[C:38]2[N:42]([CH3:43])[N:41]=[CH:40][CH:39]=2)=[CH:4][C:5]([F:29])=[C:6]([S:8]([N:11](CC2C=CC(OC)=CC=2OC)[C:12]2[CH:17]=[CH:16][N:15]=[CH:14][N:13]=2)(=[O:10])=[O:9])[CH:7]=1.C([SiH](CC)CC)C.FC(F)(F)C(O)=O>ClCCl>[Cl:1][C:2]1[C:3]([O:30][C@H:31]2[CH2:36][CH2:35][C@H:34]([OH:37])[CH2:33][C@@H:32]2[C:38]2[N:42]([CH3:43])[N:41]=[CH:40][CH:39]=2)=[CH:4][C:5]([F:29])=[C:6]([S:8]([NH:11][C:12]2[CH:17]=[CH:16][N:15]=[CH:14][N:13]=2)(=[O:10])=[O:9])[CH:7]=1. Reported procedure: The reaction and aftertreatment were conducted in the same manner as in Example 1b by using the 5-chloro-N-(2,4-dimethoxybenzyl)-2-fluoro-4-{[(1S*,2R*,4S*)-4-hydroxy-2-(1-methyl-1H-pyrazol-5-yl)cyclohexyl]oxy}-N-(pyrimidin-4-yl)benzenesulfonamide (66.5 mg, 0.0975 mmol) prepared in Example 162h, triethylsilane (0.10 mL), trifluoroacetic acid (1.0 mL) and dichloromethane (1.0 mL), to yield the title compound (39.2 mg, 83%) as a colorless solid. Run in ClCCl (dichloromethane). The reactants are ClC=1C(=CC(=C(C1)S(=O)(=O)N(C1=NC=NC=C1)CC1=C(C=C(C=C1)OC)OC)F)O[C@@H]1[C@H](C[C@H](CC1)O)C1=CC=NN1C (5-chloro-N-(2,4-dimethoxybenzyl)-2-fluoro-4-{[(1S*,2R*,4S*)-4-hydroxy-2-(1-methyl-1H-pyrazol-5-yl)cyclohexyl]oxy}-N-(pyrimidin-4-yl)benzenesulfonamide), C(C)[SiH](CC)CC (triethylsilane), FC(C(=O)O)(F)F (trifluoroacetic acid). The product is ClC=1C(=CC(=C(C1)S(=O)(=O)NC1=NC=NC=C1)F)O[C@@H]1[C@H](C[C@H](CC1)O)C1=CC=NN1C (5-Chloro-2-fluoro-4-{[(1S*,2R*,4S*)-4-hydroxy-2-(1-methyl-1H-pyrazol-5-yl)cyclohexyl]oxy}-N-(pyrimidin-4-yl)benzenesulfonamide). Reactants: OCCNCc1ccccc1, COc1ccc(N(CC(=O)O)S(=O)(=O)c2ccccc2C)cn1. Yields the product COc1ccc(N(CC(=O)N(CCO)Cc2ccccc2)S(=O)(=O)c2ccccc2C)cn1. RXN SMILES: [CH2:24]([c:25]1[cH:26][cH:27][cH:28][cH:29][cH:30]1)[NH:31][CH2:32][CH2:33][OH:34].[CH3:1][O:2][c:3]1[cH:4][cH:5][c:6]([N:9]([S:10](=[O:11])(=[O:12])[c:13]2[c:14]([CH3:19])[cH:15][cH:16][cH:17][cH:18]2)[CH2:20][C:21](=[O:22])[OH:23])[cH:7][n:8]1>>[CH3:1][O:2][c:3]1[cH:4][cH:5][c:6]([N:9]([S:10](=[O:11])(=[O:12])[c:13]2[c:14]([CH3:19])[cH:15][cH:16][cH:17][cH:18]2)[CH2:20][C:21](=[O:23])[N:31]([CH2:24][c:25]2[cH:26][cH:27][cH:28][cH:29][cH:30]2)[CH2:32][CH2:33][OH:34])[cH:7][n:8]1. Starting materials: Br (hydrogen bromide), S1C(=CC=C1)CCNC(C#N)C1=C(C=CC=C1)Cl ([2-(2-thienyl)ethylamino](2-chlorophenyl)acetonitrile). Solvent: C(C)O (ethanol). Yields the product Br.S1C(=CC=C1)CCNC(C#N)C1=C(C=CC=C1)Cl ([2-(2-thienyl)ethylamino](2-chlorophenyl)acetonitrile hydrobromide). As a reaction SMILES: [S:1]1[CH:5]=[CH:4][CH:3]=[C:2]1[CH2:6][CH2:7][NH:8][CH:9]([C:12]1[CH:17]=[CH:16][CH:15]=[CH:14][C:13]=1[Cl:18])[C:10]#[N:11].[BrH:19]>C(O)C>[BrH:19].[S:1]1[CH:5]=[CH:4][CH:3]=[C:2]1[CH2:6][CH2:7][NH:8][CH:9]([C:12]1[CH:17]=[CH:16][CH:15]=[CH:14][C:13]=1[Cl:18])[C:10]#[N:11] |f:3.4|. Procedure: 13.8 g (0.05 mol) of [2-(2-thienyl)ethylamino](2-chlorophenyl)acetonitrile, prepared according to example 1 or 2, is dissolved in 30 ml of ethanol, to the solution 40 ml of 20% aqueous hydrogen bromide solution is added. The product which precipitates within a few minutes is collected, washed with ethyl acetate and then they are dried. Weight: 14 g (78.2%), mp.: 144-145° C. The product was identified by elementary analysis, IR spectrum and 1H-NMR investigation. Starting materials: BrC1=CC=CC=2CN(CCOC21)C(=O)OC(C)(C)C (tert-butyl 9-bromo-2,3-dihydro-1,4-benzoxazepine-4(5H)-carboxylate), O (water), N1=CC(=CC=C1)B(O)O (3-pyridineboronic acid). The reagents and catalysts are C=1C=CC(=CC1)[P](C=2C=CC=CC2)(C=3C=CC=CC3)[Pd]([P](C=4C=CC=CC4)(C=5C=CC=CC5)C=6C=CC=CC6)([P](C=7C=CC=CC7)(C=8C=CC=CC8)C=9C=CC=CC9)[P](C=1C=CC=CC1)(C=1C=CC=CC1)C=1C=CC=CC1 (tetrakis(triphenylphosphine)palladium(0)). Run in C(C)O (ethanol), C([O-])([O-])=O.[Na+].[Na+] (sodium carbonate), C1(=CC=CC=C1)C (toluene). Yields the product N1=CC(=CC=C1)C1=CC=CC=2CN(CCOC21)C(=O)OC(C)(C)C (tert-butyl 9-(pyridin-3-yl)-2,3-dihydro-1,4-benzoxazepine-4(5H)-carboxylate). Yield: 96.2%. RXN SMILES: Br[C:2]1[C:12]2[O:11][CH2:10][CH2:9][N:8]([C:13]([O:15][C:16]([CH3:19])([CH3:18])[CH3:17])=[O:14])[CH2:7][C:6]=2[CH:5]=[CH:4][CH:3]=1.[N:20]1[CH:25]=[CH:24][CH:23]=[C:22](B(O)O)[CH:21]=1.O>C(O)C.C(=O)([O-])[O-].[Na+].[Na+].C1(C)C=CC=CC=1.C1C=CC([P]([Pd]([P](C2C=CC=CC=2)(C2C=CC=CC=2)C2C=CC=CC=2)([P](C2C=CC=CC=2)(C2C=CC=CC=2)C2C=CC=CC=2)[P](C2C=CC=CC=2)(C2C=CC=CC=2)C2C=CC=CC=2)(C2C=CC=CC=2)C2C=CC=CC=2)=CC=1>[N:20]1[CH:25]=[CH:24][CH:23]=[C:22]([C:2]2[C:12]3[O:11][CH2:10][CH2:9][N:8]([C:13]([O:15][C:16]([CH3:19])([CH3:18])[CH3:17])=[O:14])[CH2:7][C:6]=3[CH:5]=[CH:4][CH:3]=2)[CH:21]=1 |f:4.5.6,^1:49,51,70,89|. Procedure: A mixture of tert-butyl 9-bromo-2,3-dihydro-1,4-benzoxazepine-4(5H)-carboxylate (200 mg, 0.605 mmol), a solution of 3-pyridineboronic acid (112 mg, 0.912 mmol) in ethanol (0.7 ml), 2N aqueous sodium carbonate solution (2.5 ml), and tetrakis(triphenylphosphine)palladium(0) (84.0 mg, 0.0730 mmol) in toluene (5 ml) was stirred under a nitrogen atmosphere at 95° C. for 12 hr. The reaction mixture was poured into water, and the mixture was extracted with ethyl acetate. The extract was washed with wat... Starting materials: OC1(CCN(CC1)C(=O)OC(C)(C)C)CNC1=C(C=NC2=CC=CC=C12)[N+](=O)[O-] (tert-butyl 4-hydroxy-4-{[(3-nitroquinolin-4-yl)amino]methyl}piperidine-1-carboxylate). Reagents/catalysts: [Pt] (platinum on carbon). Run in C(C)O (ethanol). Yields the product NC=1C=NC2=CC=CC=C2C1NCC1(CCN(CC1)C(=O)OC(C)(C)C)O (tert-butyl 4-{[(3-aminoquinolin-4-yl)amino]methyl}-4-hydroxypiperidine-1-carboxylate). RXN SMILES: [OH:1][C:2]1([CH2:15][NH:16][C:17]2[C:26]3[C:21](=[CH:22][CH:23]=[CH:24][CH:25]=3)[N:20]=[CH:19][C:18]=2[N+:27]([O-])=O)[CH2:7][CH2:6][N:5]([C:8]([O:10][C:11]([CH3:14])([CH3:13])[CH3:12])=[O:9])[CH2:4][CH2:3]1>[Pt].C(O)C>[NH2:27][C:18]1[CH:19]=[N:20][C:21]2[C:26]([C:17]=1[NH:16][CH2:15][C:2]1([OH:1])[CH2:7][CH2:6][N:5]([C:8]([O:10][C:11]([CH3:13])([CH3:12])[CH3:14])=[O:9])[CH2:4][CH2:3]1)=[CH:25][CH:24]=[CH:23][CH:22]=2. Procedure details: The starting material tert-butyl 4-hydroxy-4-{[(3-nitroquinolin-4-yl)amino]methyl}piperidine-1-carboxylate (20.23 g, 50.3 mmol) was divided into two portions. To each portion was added ethanol (220 mL) and 5% platinum on carbon (1.1 g). Both portions were hydrogenated on a Parr apparatus at 40 psi (2.8×105 Pa) overnight. The mixtures were filtered through CELITE filter agent. The filtrates were combined and concentrated to provide the product tert-butyl 4-{[(3-aminoquinolin-4-yl)amino]methyl}-4-...